Dataset: the Open Reaction Database (ORD), a public repository of structured organic reaction records. Task: describe an organic reaction: reactants, conditions, products, and yield Reactants: ClC1=C(C=C(C=C1)C(=O)N1CC=2N(CC3=C1C=CC=C3)C=CC2)S(=O)(=O)N (2-Chloro-5-(5H-pyrrolo[2,1-c][1,4]benzodiazepin-10(11H)-ylcarbonyl)benzenesulfonamide), O (water). The solvent is N1CCOCC1 (morpholine). Yields the product N1(CCOCC1)C1=C(C=C(C=C1)C(=O)N1CC=2N(CC3=C1C=CC=C3)C=CC2)S(=O)(=O)N (2-Morpholin-4-yl-5-(5H-pyrrolo[2,1-c][1,4]benzodiazepin-10(11H)-ylcarbonyl)benzenesulfonamide). RXN SMILES: Cl[C:2]1[CH:7]=[CH:6][C:5]([C:8]([N:10]2[C:16]3[CH:17]=[CH:18][CH:19]=[CH:20][C:15]=3[CH2:14][N:13]3[CH:21]=[CH:22][CH:23]=[C:12]3[CH2:11]2)=[O:9])=[CH:4][C:3]=1[S:24]([NH2:27])(=[O:26])=[O:25].[OH2:28]>N1CCOCC1>[N:10]1([C:2]2[CH:7]=[CH:6][C:5]([C:8]([N:10]3[C:16]4[CH:17]=[CH:18][CH:19]=[CH:20][C:15]=4[CH2:14][N:13]4[CH:21]=[CH:22][CH:23]=[C:12]4[CH2:11]3)=[O:9])=[CH:4][C:3]=2[S:24]([NH2:27])(=[O:26])=[O:25])[CH2:11][CH2:12][O:28][CH2:5][CH2:8]1. Reported procedure: A solution of 1 g of 2-chloro-5-(5H-pyrrolo[2,1-c][1,4]benzodiazepin-10(11H)-ylcarbonyl)benzenesulfonamide of Step A in 20 mL of morpholine was heated for 20 hours under reflux. The reaction solution was allowed to cool to room temperature and poured into 50 mL of water with stirring. The precipitate was collected and washed with an additional 50 mL of water and dried to provide the title compound (0.8 g), m.p. 242-245° C. dec The solvent is CN(C)C=O (DMF), hexanes. Reactants: ClC1=C(C(NC2=CC=CC=C12)=O)C(=O)OC (Methyl 4-chloro-2-oxo-1,2-dihydroquinoline-3-carboxylate), ice water, COC1=CC=C(CN)C=C1 (4-methoxybenzylamine). As a reaction SMILES: Cl[C:2]1[C:11]2[C:6](=[CH:7][CH:8]=[CH:9][CH:10]=2)[NH:5][C:4](=[O:12])[C:3]=1[C:13]([O:15][CH3:16])=[O:14].[CH3:17][O:18][C:19]1[CH:26]=[CH:25][C:22]([CH2:23][NH2:24])=[CH:21][CH:20]=1>CN(C=O)C>[CH3:17][O:18][C:19]1[CH:26]=[CH:25][C:22]([CH2:23][NH:24][C:2]2[C:11]3[C:6](=[CH:7][CH:8]=[CH:9][CH:10]=3)[NH:5][C:4](=[O:12])[C:3]=2[C:13]([O:15][CH3:16])=[O:14])=[CH:21][CH:20]=1. Procedure details: Methyl 4-chloro-2-oxo-1,2-dihydroquinoline-3-carboxylate (Example 69) (0.928 g, 3.91 mmol) was dissolved in DMF (6 mL), and 4-methoxybenzylamine (1.14 mL, 8.78 mmol) was added. The reaction was heated at 90° C. for 30 minutes, then cooled to room temperature and poured into a stirred mixture of 50 mL hexanes and 100 mL ice water. The resultant precipitate was collected by filtration and further chromatographed on silica gel (0% to 20% MeOH in dichloromethane) to give methyl 4-(4-methoxybenzylami... Reaction conditions: temperature 90 celsius. Product: COC1=CC=C(CNC2=C(C(NC3=CC=CC=C23)=O)C(=O)OC)C=C1 (methyl 4-(4-methoxybenzylamino)-2-oxo-1,2-dihydroquinoline-3-carboxylate), solid. The yield is 64.0%.